describe an organic reaction: reactants, conditions, products, and yield From a dataset of the Open Reaction Database (ORD), a public repository of structured organic reaction records. Reactants: CCNC(=O)n1ccc2cc(Oc3ccnc4cc(OCC5CCN(OC(=O)OC(C)(C)C)CC5)c(C#N)cc34)ccc21, [Na], O, O=C(O)C(F)(F)F. The product is CCNC(=O)n1ccc2cc(Oc3ccnc4cc(OCC5CCNCC5)c(C#N)cc34)ccc21. As a reaction SMILES: [C:1](#[N:2])[c:3]1[cH:4][c:5]2[c:6]([O:29][c:30]3[cH:31][c:32]4[cH:33][cH:34][n:35]([C:39]([NH:40][CH2:41][CH3:42])=[O:43])[c:36]4[cH:37][cH:38]3)[cH:7][cH:8][n:9][c:10]2[cH:11][c:12]1[O:13][CH2:14][CH:15]1[CH2:16][CH2:17][N:18]([O:21][C:22]([O:23][C:24]([CH3:25])([CH3:26])[CH3:27])=[O:28])[CH2:19][CH2:20]1.[Na:44].[OH2:45].[OH:46][C:47]([C:48]([F:49])([F:50])[F:51])=[O:52]>>[C:1](#[N:2])[c:3]1[cH:4][c:5]2[c:6]([O:29][c:30]3[cH:31][c:32]4[cH:33][cH:34][n:35]([C:39]([NH:40][CH2:41][CH3:42])=[O:43])[c:36]4[cH:37][cH:38]3)[cH:7][cH:8][n:9][c:10]2[cH:11][c:12]1[O:13][CH2:14][CH:15]1[CH2:16][CH2:17][NH:18][CH2:19][CH2:20]1. Reactants: C(C1=CC=CC=C1)OC1=CC=C(C=C1)O (4-(benzyloxy)phenol), BrCCCCC (1-bromo-pentane), C(=O)([O-])[O-].[K+].[K+] (K2CO3). Run in CC(=O)C (acetone). Conditions: temperature 80 celsius. The product is C(CCCC)OC1(CC=C(C=C1)OCC1=CC=CC=C1)OC1(CC=C(C=C1)OCC1=CC=CC=C1)OCCCCC (1-pentyloxy-4-(benzyloxy)phenyl ether). Reaction SMILES: [CH2:1]([O:8][C:9]1[CH:14]=[CH:13][C:12]([OH:15])=[CH:11][CH:10]=1)[C:2]1[CH:7]=[CH:6][CH:5]=[CH:4][CH:3]=1.Br[CH2:17][CH2:18][CH2:19][CH2:20][CH3:21].[C:22]([O-:25])([O-])=[O:23].[K+].[K+]>CC(C)=O>[CH2:17]([O:15][C:12]1([O:23][C:22]2([O:25][CH2:11][CH2:10][CH2:9][CH2:14][CH3:13])[CH:21]=[CH:20][C:19]([O:8][CH2:1][C:2]3[CH:3]=[CH:4][CH:5]=[CH:6][CH:7]=3)=[CH:18][CH2:17]2)[CH:11]=[CH:10][C:9]([O:8][CH2:1][C:2]2[CH:3]=[CH:4][CH:5]=[CH:6][CH:7]=2)=[CH:14][CH2:13]1)[CH2:18][CH2:19][CH2:20][CH3:21] |f:2.3.4|. Procedure details: 30 g (150 mmol) 4-(benzyloxy)phenol and 22.35 g 1-bromo-pentane (150 mmol) were dissolved in 250 ml acetone. The solution was heated to 80° C. and stirred with a mechanical stirrer. At this temperature, 118.5 g K2CO3 (1.09 mol) was added in one portion. The resulting heterogeneous solution was allowed to stir at 80° C. for 16 hours. The reaction was monitored by TLC until completion. Excess K2CO3 and the byproduct KBr were removed by filtration. The solution was then acidified with concentrated ... Starting materials: C1(CCCCC1)NS(O)(=O)=O (cyclohexylsulfamic acid), CC(CC)N1C(CCC1)=N (1-2-butyl-2-iminopyrrolidine), ClC=1C(=C(C=CC1)N=C=O)C (3-chloro-2-methylphenylisocyanate). Run at time 3 hour. Yields the product C(CCC)N1C(CCC1)=NC(=O)NC1=C(C(=CC=C1)Cl)C (1-(1-n-butyl-2-pyrrolidylidene)-3-(3-chloro-2-methylphenyl)urea). As a reaction SMILES: [CH:1]1(NS(=O)(=O)O)CCCCC1.C[CH:13]([N:16]1[CH2:20][CH2:19][CH2:18][C:17]1=[NH:21])[CH2:14][CH3:15].[Cl:22][C:23]1[C:24]([CH3:32])=[C:25]([N:29]=[C:30]=[O:31])[CH:26]=[CH:27][CH:28]=1>>[CH2:13]([N:16]1[CH2:20][CH2:19][CH2:18][C:17]1=[N:21][C:30]([NH:29][C:25]1[CH:26]=[CH:27][CH:28]=[C:23]([Cl:22])[C:24]=1[CH3:32])=[O:31])[CH2:14][CH2:15][CH3:1]. Reported procedure: The cyclohexylsulfamic acid salt of 1-2-butyl-2-iminopyrrolidine (7.99 g.; 0.025 mole) is converted to free base (3.5 g.; 0.025 mole) by adding 2.5 ml. of 50% NaOH to an aqueous slurry of the salt and benzene extraction. After drying over K2CO3, the benzene solution is filtered through diatomaceous earth and 4.19 g. (0.025 mole) of 3-chloro-2-methylphenylisocyanate is added. The reaction mixture is stirred at room temperature for 3 hours and then taken to dryness in vacuo to give an oily residue... Starting materials: COc1ccc(-c2cc(-c3ccc(OC)cc3)nc(CBr)n2)cc1, O=C([O-])[O-], COC(=O)COc1ccc(O)cc1C, CC#N, [Cs+], [Cs+]. Yields the product COC(=O)COc1ccc(OCc2nc(-c3ccc(OC)cc3)cc(-c3ccc(OC)cc3)n2)cc1C. RXN SMILES: [Br:21][CH2:22][c:23]1[n:24][c:25](-[c:37]2[cH:38][cH:39][c:40]([O:43][CH3:44])[cH:41][cH:42]2)[cH:26][c:27](-[c:29]2[cH:30][cH:31][c:32]([O:35][CH3:36])[cH:33][cH:34]2)[n:28]1.[C:15](=[O:16])([O-:17])[O-:18].[CH3:1][O:2][C:3]([CH2:4][O:5][c:6]1[c:7]([CH3:13])[cH:8][c:9]([OH:12])[cH:10][cH:11]1)=[O:14].[CH3:45][C:46]#[N:47].[Cs+:19].[Cs+:20]>>[CH3:1][O:2][C:3]([CH2:4][O:5][c:6]1[c:7]([CH3:13])[cH:8][c:9]([O:12][CH2:22][c:23]2[n:24][c:25](-[c:37]3[cH:38][cH:39][c:40]([O:43][CH3:44])[cH:41][cH:42]3)[cH:26][c:27](-[c:29]3[cH:30][cH:31][c:32]([O:35][CH3:36])[cH:33][cH:34]3)[n:28]2)[cH:10][cH:11]1)=[O:14]. Starting materials: C1CCOC1, CN(C)CCCN(C)C, Cc1cc(C)c(S(=O)(=O)Cl)c(C)c1, CC#N, Cl, Cc1nc(N)nc(O)c1Cc1ccc(CC#N)cc1, O. Yields the product Cc1cc(C)c(S(=O)(=O)Oc2nc(N)nc(C)c2Cc2ccc(CC#N)cc2)c(C)c1. As a reaction SMILES: [CH2:43]1[O:44][CH2:45][CH2:46][CH2:47]1.[CH3:1][N:2]([CH3:3])[CH2:4][CH2:5][CH2:6][N:7]([CH3:8])[CH3:9].[CH3:29][c:30]1[c:31]([S:38](=[O:39])(=[O:40])[Cl:41])[c:32]([CH3:37])[cH:33][c:34]([CH3:36])[cH:35]1.[CH3:49][C:50]#[N:51].[ClH:42].[NH2:10][c:11]1[n:12][c:13]([CH3:28])[c:14]([CH2:18][c:19]2[cH:20][cH:21][c:22]([CH2:25][C:26]#[N:27])[cH:23][cH:24]2)[c:15]([OH:17])[n:16]1.[OH2:48]>>[NH2:10][c:11]1[n:12][c:13]([CH3:28])[c:14]([CH2:18][c:19]2[cH:20][cH:21][c:22]([CH2:25][C:26]#[N:27])[cH:23][cH:24]2)[c:15]([O:17][S:38]([c:31]2[c:30]([CH3:29])[cH:35][c:34]([CH3:36])[cH:33][c:32]2[CH3:37])(=[O:39])=[O:40])[n:16]1. The reactants are sodium-3-hydroxyethylnitrile, S(=O)(=O)(O)O.N1CCCCC1 (piperidine sulfate), N1CCCCC1 (piperidine), S(O)(O)(=O)=O (sulfuric acid). Solvent: CO (methanol). Reaction conditions: temperature 25 celsius, time 24 hour. Yields the product N1(CCCCC1)C=CC#N (3-piperidinoacrylonitrile). Isolated yield 59.2%. RXN SMILES: S(O)(O)(=O)=O.[NH:6]1[CH2:11][CH2:10][CH2:9][CH2:8][CH2:7]1.[NH:12]1CC[CH2:15][CH2:14][CH2:13]1.S(=O)(=O)(O)O>CO>[N:6]1([CH:15]=[CH:14][C:13]#[N:12])[CH2:11][CH2:10][CH2:9][CH2:8][CH2:7]1 |f:0.1|. Procedure: 30.3 g (0.25 mol) of sodium-3-hydroxyethylnitrile (content 75%) is added to a suspension of piperidine sulfate (prepared from 29.8 g (0.35 mol) of piperidine and 17.15 g (0.175 mol) of sulfuric acid) in 200 ml of methanol and stirred for 24 hours at 25° C. After working up as in Example 55, 28.2 g of 3-piperidinoacrylonitrile was obtained (82.9%). Reactants: COC=1C=C(C=CC1)C1=CN=CN1 (5-(3-methoxy-phenyl)-1H-imidazole), [H-].[Na+] (NaH), C[Si](C)(C)CCOCCl (SEMCl). Yields the product COC=1C=C(C=CC1)C1=CN=CN1COCC[Si](C)(C)C (5-(3-Methoxy-phenyl)-1-(2-trimethylsilanyl-ethoxymethyl)-1H-imidazole). The yield is 57.8%. RXN SMILES: [CH3:1][O:2][C:3]1[CH:4]=[C:5]([C:9]2[NH:13][CH:12]=[N:11][CH:10]=2)[CH:6]=[CH:7][CH:8]=1.[H-].[Na+].[CH3:16][Si:17]([CH2:20][CH2:21][O:22][CH2:23]Cl)([CH3:19])[CH3:18]>>[CH3:1][O:2][C:3]1[CH:4]=[C:5]([C:9]2[N:13]([CH2:23][O:22][CH2:21][CH2:20][Si:17]([CH3:19])([CH3:18])[CH3:16])[CH:12]=[N:11][CH:10]=2)[CH:6]=[CH:7][CH:8]=1 |f:1.2|. Procedure: Reaction of 5-(3-methoxy-phenyl)-1H-imidazole (500 mg, 2.87 mmol), NaH (60%, 112 mg, 2.79 mmol), and SEMCl (598 uL, 3.35 mmol) followed by column chromatography on silica gel (hexane/EtOAC 3:2) gave the title compound (505 mg, 60%) as a brown oil. 1H NMR (300 MHz, CDCl3) δ 0.00 (s, 9H), 0.93 (t, 2H, J=7.5 Hz), 3.52 (t, 2H, J=9.0 Hz), 3.87 (s, 3H), 5.30 (s, 2H), 6.80–6.83 (m, 1H), 7.26–7.39 (m, 3H), 7.40 (s, 1H), 7.63 (s, 1H). Reactants: C1(=CC=CC=C1)OC(NC1=C2C=CN=C(C2=CC=C1)Cl)=O ((1-Chloro-isoquinolin-5-yl)-carbamic acid phenyl ester), Cl.C(C1=CC=CC=C1)C1C(CCC2=CC(=CC=C12)F)N (1-Benzyl-6-fluoro-1,2,3,4-tetrahydro-naphthalen-2-ylamine hydrochloride), C([O-])(O)=O.[Na+] (sodium bicarbonate). The solvent is CS(=O)C (DMSO). Product: C(C1=CC=CC=C1)C1C(CCC2=CC(=CC=C12)F)NC(=O)NC1=C2C=CN=C(C2=CC=C1)Cl (1-(1-Benzyl-6-fluoro-1,2,3,4-tetrahydro-naphthalen-2-yl)-3-(1-chloro-isoquinolin-5-yl)-urea). The yield is 27.8%. RXN SMILES: C1(O[C:8](=[O:21])[NH:9][C:10]2[CH:19]=[CH:18][CH:17]=[C:16]3[C:11]=2[CH:12]=[CH:13][N:14]=[C:15]3[Cl:20])C=CC=CC=1.Cl.[CH2:23]([CH:30]1[C:39]2[C:34](=[CH:35][C:36]([F:40])=[CH:37][CH:38]=2)[CH2:33][CH2:32][CH:31]1[NH2:41])[C:24]1[CH:29]=[CH:28][CH:27]=[CH:26][CH:25]=1.C(=O)(O)[O-].[Na+]>CS(C)=O>[CH2:23]([CH:30]1[C:39]2[C:34](=[CH:35][C:36]([F:40])=[CH:37][CH:38]=2)[CH2:33][CH2:32][CH:31]1[NH:41][C:8]([NH:9][C:10]1[CH:19]=[CH:18][CH:17]=[C:16]2[C:11]=1[CH:12]=[CH:13][N:14]=[C:15]2[Cl:20])=[O:21])[C:24]1[CH:25]=[CH:26][CH:27]=[CH:28][CH:29]=1 |f:1.2,3.4|. Procedure details: (1-Chloro-isoquinolin-5-yl)-carbamic acid phenyl ester (150 mgs, 0.5 mmol), 1-Benzyl-6-fluoro-1,2,3,4-tetrahydro-naphthalen-2-ylamine hydrochloride (146 mgs, 0.5 mmol), and sodium bicarbonate (42 mgs, 0.5 mmol) were combined and stirred for one hour in DMSO (4ml) at ambient temperature. The product was purified by directly injecting the crude reaction onto a reverse phase prep-HPLC (10-90% water:acetonitrile gradient). The appropriate fractions were lyophilized to yield 1-(1-Benzyl-6-fluoro-1,2,... Reactants: N1=C(C=C(C=C1)N)N (2,4-pyridinediamine), C(C)OC(=O)C=1NC2=CC=C(C=C2C1)NC1=NC=C(C(=N1)NC1=CC(=CC=C1)O)F (N2-(2-ethoxycarbonylindol-5-yl)-5-fluoro-N4-(3-hydroxyphenyl)-2,4-pyrimidinediamine), [Li+].[OH-] (LiOH). Product: C(=O)(O)C=1NC2=CC=C(C=C2C1)NC1=NC=C(C(=N1)NC1=CC(=CC=C1)O)F (N2-(2-carboxyindol-5-yl)-5-fluoro-N4-(3-hydroxyphenyl)-2,4-pyrimidinediamine). As a reaction SMILES: N1C=CC(N)=CC=1N.C([O:11][C:12]([C:14]1[NH:15][C:16]2[C:21]([CH:22]=1)=[CH:20][C:19]([NH:23][C:24]1[N:29]=[C:28]([NH:30][C:31]3[CH:36]=[CH:35][CH:34]=[C:33]([OH:37])[CH:32]=3)[C:27]([F:38])=[CH:26][N:25]=1)=[CH:18][CH:17]=2)=[O:13])C.[Li+].[OH-]>>[C:12]([C:14]1[NH:15][C:16]2[C:21]([CH:22]=1)=[CH:20][C:19]([NH:23][C:24]1[N:29]=[C:28]([NH:30][C:31]3[CH:36]=[CH:35][CH:34]=[C:33]([OH:37])[CH:32]=3)[C:27]([F:38])=[CH:26][N:25]=1)=[CH:18][CH:17]=2)([OH:13])=[O:11] |f:2.3|. Procedure: In a manner similar to the preparation of N4-(4-tert-butylphenyl)-5-fluoro-N2-[2,3-dihydro-2-carboxy)benzofuran-5-yl]-2,4-pyridinediamine, N2-(2-ethoxycarbonylindol-5-yl)-5-fluoro-N4-(3-hydroxyphenyl)-2,4-pyrimidinediamine upon LiOH treatment gave N2-(2-carboxyindol-5-yl)-5-fluoro-N4-(3-hydroxyphenyl)-2,4-pyrimidinediamine. 1H NMR (CD3OD): δ 7.83 (m, 1H), 7.73 (s, 1H), 7.50 (bd, 1H, J=8.7 Hz), 7.30–7.11 (m, 5H), 6.68 (bd, 1H); LCMS: ret. time: 16.50 min.; purity: 97%; MS (m/e): 380 (MH+).